This data is from the Open Reaction Database (ORD), a public repository of structured organic reaction records. The task is: describe an organic reaction: reactants, conditions, products, and yield Reactants: [BH4-], CC(C)[N-]C(C)C, Fc1cccnc1Cl, [Li+], [Na+], CN(C)C=O, O. RXN SMILES: [BH4-:22].[CH:9]([N-:10][CH:11]([CH3:12])[CH3:13])([CH3:14])[CH3:15].[Cl:1][c:2]1[n:3][cH:4][cH:5][cH:6][c:7]1[F:8].[Li+:16].[Na+:23].[O:17]=[CH:18][N:19]([CH3:20])[CH3:21].[OH2:24]>>[Cl:1][c:2]1[n:3][cH:4][cH:5][c:6]([CH2:18][OH:17])[c:7]1[F:8]. Yields the product OCc1ccnc(Cl)c1F. Starting materials: OCCS(=O)(=O)C=1C(=C(C(=O)O)C=CC1)[N+](=O)[O-] (3-hydroxyethylsulfonyl-2-nitrobenzoic acid), OCCS(=O)(=O)C1=C(C(=O)O)C=CC=C1[N+](=O)[O-] (2-hydroxyethylsulfonyl-3-nitrobenzoic acid). Product: 64, OCCS(=O)(=O)C1=C(C(=O)O)C=CC=C1N (2-hydroxyethylsulfonyl-3-aminobenzoic acid). RXN SMILES: OCCS(C1C([N+]([O-])=O)=C(C=CC=1)C(O)=O)(=O)=O.[OH:19][CH2:20][CH2:21][S:22]([C:25]1[C:33]([N+:34]([O-])=O)=[CH:32][CH:31]=[CH:30][C:26]=1[C:27]([OH:29])=[O:28])(=[O:24])=[O:23]>>[OH:19][CH2:20][CH2:21][S:22]([C:25]1[C:33]([NH2:34])=[CH:32][CH:31]=[CH:30][C:26]=1[C:27]([OH:29])=[O:28])(=[O:24])=[O:23]. Procedure details: The procedure of previous Example 15 is repeated, except that the 3-hydroxyethylsulfonyl-2-nitrobenzoic acid is replaced by 2-hydroxyethylsulfonyl-3-nitrobenzoic acid and, after the clarifying filtration to remove iron sludge, a pH of 6.5 to 7.0 is established to give 64 parts of 2-hydroxyethylsulfonyl-3-aminobenzoic acid of the formula ##STR16## of melting point 75° to 77° C. and a purity (by diazotization) of 99.1%. Elemental analysis confirms the above structure. Reactants: Cc1ncc[nH]1, CCOC(C)=O, CC(NC(=O)CCCl)c1ccc(Cl)cc1, [H-], [Na+], C1CCOC1, O. Yields the product Cc1nccn1CCC(=O)NC(C)c1ccc(Cl)cc1. RXN SMILES: [CH3:1][c:2]1[nH:3][cH:4][cH:5][n:6]1.[CH3:30][CH2:31][O:32][C:33](=[O:34])[CH3:35].[Cl:9][CH2:10][CH2:11][C:12](=[O:13])[NH:14][CH:15]([CH3:16])[c:17]1[cH:18][cH:19][c:20]([Cl:23])[cH:21][cH:22]1.[H-:7].[Na+:8].[O:25]1[CH2:26][CH2:27][CH2:28][CH2:29]1.[OH2:24]>>[CH3:1][c:2]1[n:3]([CH2:10][CH2:11][C:12](=[O:13])[NH:14][CH:15]([CH3:16])[c:17]2[cH:18][cH:19][c:20]([Cl:23])[cH:21][cH:22]2)[cH:4][cH:5][n:6]1.